Dataset: the Open Reaction Database (ORD), a public repository of structured organic reaction records. Task: describe an organic reaction: reactants, conditions, products, and yield The reactants are C1(CC1)CN1C=C(C2=CC=CC=C12)C1CCNCC1 (1-cyclopropylmethyl-3-piperidin-4-yl-1H-indole), [I-].[K+] (potassium iodide), C(C)OC(CC1=CC=C(C=C1)OCCCCl)=O ([4-(3-chloro-propoxy)-phenyl]-acetic acid ethyl ester), C([O-])([O-])=O.[K+].[K+] (potassium carbonate). Solvent: C(C(C)C)C(=O)C (iso-butylmethylketone). Yields the product C1(CC1)CN1C=C(C2=CC=CC=C12)C1CCN(CC1)CCCOC1=CC=C(C=C1)CC(=O)O ((4-{3-[4-(1-cyclopropylmethyl-1H-indol-3-yl)-piperidin-1-yl]-propoxy}-phenyl)-acetic acid). RXN SMILES: [CH:1]1([CH2:4][N:5]2[C:13]3[C:8](=[CH:9][CH:10]=[CH:11][CH:12]=3)[C:7]([CH:14]3[CH2:19][CH2:18][NH:17][CH2:16][CH2:15]3)=[CH:6]2)[CH2:3][CH2:2]1.C([O:22][C:23](=[O:36])[CH2:24][C:25]1[CH:30]=[CH:29][C:28]([O:31][CH2:32][CH2:33][CH2:34]Cl)=[CH:27][CH:26]=1)C.C(=O)([O-])[O-].[K+].[K+].[I-].[K+]>C(C(C)=O)C(C)C>[CH:1]1([CH2:4][N:5]2[C:13]3[C:8](=[CH:9][CH:10]=[CH:11][CH:12]=3)[C:7]([CH:14]3[CH2:19][CH2:18][N:17]([CH2:34][CH2:33][CH2:32][O:31][C:28]4[CH:29]=[CH:30][C:25]([CH2:24][C:23]([OH:36])=[O:22])=[CH:26][CH:27]=4)[CH2:16][CH2:15]3)=[CH:6]2)[CH2:2][CH2:3]1 |f:2.3.4,5.6|. Procedure details: This compound was prepared following the procedure described in Example 157 (part D) starting with 1.5 g (6 mmol) of 1-cyclopropylmethyl-3-piperidin-4-yl-1H-indole, 2 g (6.6 mmol) of [4-(3-chloro-propoxy)-phenyl]-acetic acid ethyl ester, 1.7 g (12 mmol) of potassium carbonate and 1 g (6.15 mmol) of potassium iodide in 32 mL of iso-butylmethylketone. The crude mixture was purified by flash chromatography over silica gel affording 1.6 g (58% of yield) of the desired product. Starting materials: [Br-], C1CCOC1, CCOCC, C[Mg+], Clc1nc(Cl)nc(Cl)n1. Yields the product Cc1nc(Cl)nc(Cl)n1. RXN SMILES: [Br-:1].[CH2:18]1[O:19][CH2:20][CH2:21][CH2:22]1.[CH3:13][CH2:14][O:15][CH2:16][CH3:17].[CH3:2][Mg+:3].[Cl:4][c:5]1[n:6][c:7]([Cl:8])[n:9][c:10]([Cl:11])[n:12]1>>[CH3:2][c:7]1[n:6][c:5]([Cl:4])[n:12][c:10]([Cl:11])[n:9]1. The reactants are C1(=CC=CC=C1)O (phenol), N#CBr (cyanic bromide), CCCCC (pentane). The solvent is C(C)N(CC)CC (triethylamine), C(C)N(CC)CC (triethylamine), C(C)N(CC)CC (triethylamine), C(C)OCC (diethyl ether). The product is O(C#N)C1=CC=CC=C1 (Cyanatobenzene). RXN SMILES: [C:1]1([OH:7])[CH:6]=[CH:5][CH:4]=[CH:3][CH:2]=1.[N:8]#[C:9]Br.CCCCC>C(N(CC)CC)C.C(OCC)C>[O:7]([C:1]1[CH:6]=[CH:5][CH:4]=[CH:3][CH:2]=1)[C:9]#[N:8]. Reported procedure: To a oven dried 500 mL 3-neck round bottom flask equipped with a overhead stirring, a septa, a thermocouple and the nitrogen inlet, phenol (20.0 g, 0.210 mol), diethyl ether (Et2O, 290 mL) and cyanic bromide (BrCN, 23.0 g, 0.210 mol, 1.0 equiv) were added at room temperature. The resulting solution was cooled down to 0-3° C. before triethylamine (TEA, 61.9 mL, 0.442 mol, 2.1 equiv) was added dropwise via syringe over 25 min. The addition of triethylamine to reaction mixture was mildly exothermic... Starting materials: NC1=C(N)C=C(C(=C1)Cl)S(N)(=O)=O (2-amino-4-chloro-5-sulfamylaniline), C(CCC1=CC=CC=C1)(=O)O (hydrocinnamic acid). Solvent: Cl (hydrochloric acid). Run at time 5 minute. Product: ClC1=CC2=C(NC(=N2)CCC2=CC=CC=C2)C=C1S(N)(=O)=O (5-Chloro-2-Phenethyl-6-Sulfamyl-1H-Benzimidazole). Reaction SMILES: [NH2:1][C:2]1[CH:8]=[C:7]([Cl:9])[C:6]([S:10](=[O:13])(=[O:12])[NH2:11])=[CH:5][C:3]=1[NH2:4].[C:14](O)(=O)[CH2:15][CH2:16][C:17]1[CH:22]=[CH:21][CH:20]=[CH:19][CH:18]=1>Cl>[Cl:9][C:7]1[C:6]([S:10](=[O:12])(=[O:13])[NH2:11])=[CH:5][C:3]2[NH:4][C:14]([CH2:15][CH2:16][C:17]3[CH:22]=[CH:21][CH:20]=[CH:19][CH:18]=3)=[N:1][C:2]=2[CH:8]=1. Procedure details: To 40 ml of 4 N hydrochloric acid containing 9.4 g of 2-amino-4-chloro-5-sulfamylaniline was added 9.5 g of hydrocinnamic acid and the mixture refluxed for 6 hours. The dark reaction mixture was concentrated in vacuo to a semi-solid which was then added with stirring to 200 ml of 38% ammonium hydroxide. After stirring for thirty minutes, the solid was collected by filtration and then suspended in 200 ml of water at 50° C. Upon stirring for thirty minutes, the product was collected by filtration,... The reactants are CS(=O)(=O)OCCC=1OC2=C(C1)C=C(C=C2)C2=CC=C(C=C2)C#N (2-[5-(4-cyanophenyl)-1-benzofuran-2-yl]ethyl methanesulfonate), C(C(C)C)NC (isobutyl(methyl)amine). Product: C(C(C)C)N(CCC=1OC2=C(C1)C=C(C=C2)C2=CC=C(C#N)C=C2)C (4-(2-{2-[isobutyl(methyl)amino]ethyl}-1-benzofuran-5-yl)benzonitrile). As a reaction SMILES: CS(O[CH2:6][CH2:7][C:8]1[O:9][C:10]2[CH:16]=[CH:15][C:14]([C:17]3[CH:22]=[CH:21][C:20]([C:23]#[N:24])=[CH:19][CH:18]=3)=[CH:13][C:11]=2[CH:12]=1)(=O)=O.[CH2:25]([NH:29][CH3:30])[CH:26]([CH3:28])[CH3:27]>>[CH2:25]([N:29]([CH3:30])[CH2:6][CH2:7][C:8]1[O:9][C:10]2[CH:16]=[CH:15][C:14]([C:17]3[CH:22]=[CH:21][C:20]([C:23]#[N:24])=[CH:19][CH:18]=3)=[CH:13][C:11]=2[CH:12]=1)[CH:26]([CH3:28])[CH3:27]. Procedure: The product from Example 1C and isobutyl(methyl)amine were processed as described in Example 1D to provide the titled compound. MS (DCI) m/z 333 (M+H)+; Starting materials: O=C([O-])O, CN(C)C=O, O=S1(=O)c2cccc3cccc(c23)N1CCCCl, [Na+], C1CCOC1, Cc1ccc(C2(O)CCNCC2)cc1. Product: Cc1ccc(C2(O)CCN(CCCN3c4cccc5cccc(c45)S3(=O)=O)CC2)cc1. As a reaction SMILES: [C:33](=[O:34])([OH:35])[O-:36].[CH3:38][N:39]([CH3:40])[CH:41]=[O:42].[Cl:1][CH2:2][CH2:3][CH2:4][N:5]1[S:6](=[O:17])(=[O:18])[c:7]2[c:8]3[c:9]1[cH:10][cH:11][cH:12][c:13]3[cH:14][cH:15][cH:16]2.[Na+:37].[O:43]1[CH2:44][CH2:45][CH2:46][CH2:47]1.[OH:19][C:20]1([c:26]2[cH:27][cH:28][c:29]([CH3:32])[cH:30][cH:31]2)[CH2:21][CH2:22][NH:23][CH2:24][CH2:25]1>>[CH2:2]([CH2:3][CH2:4][N:5]1[S:6](=[O:17])(=[O:18])[c:7]2[c:8]3[c:9]1[cH:10][cH:11][cH:12][c:13]3[cH:14][cH:15][cH:16]2)[N:23]1[CH2:22][CH2:21][C:20]([OH:19])([c:26]2[cH:27][cH:28][c:29]([CH3:32])[cH:30][cH:31]2)[CH2:25][CH2:24]1. Starting materials: CC1(C(C1C=CC(=O)OCCC)C(=O)O)C (2,2-dimethyl-3-(3-propoxy-3-oxo-1-propenyl)-cyclopropane-carboxylic acid), C(C1=CC=CC=C1)(=O)C1=CC=C(C=C1)CO ((4-benzoyl-phenyl)-methanol). Solvent: C(Cl)(Cl)Cl (chloroform). The product is CC1(C(C1C=CC(=O)OCCC)C(=O)O)C (2,2-dimethyl-3-(3-propoxy-3-oxo-1-propenyl)-cyclopropane-carboxylic acid), CC1(C(C1C=CC(=O)OC)C(=O)[O-])C (2,2-dimethyl-3-(3-methoxy-3-oxo-1-propenyl)-cyclopropane-carboxylate). Reaction SMILES: [CH3:1][C:2]1([CH3:16])[CH:4]([CH:5]=[CH:6][C:7]([O:9][CH2:10][CH2:11][CH3:12])=[O:8])[CH:3]1[C:13]([OH:15])=[O:14].C(C1C=CC(CO)=CC=1)(=O)C1C=CC=CC=1>C(Cl)(Cl)Cl>[CH3:16][C:2]1([CH3:1])[CH:4]([CH:5]=[CH:6][C:7]([O:9][CH2:10][CH2:11][CH3:12])=[O:8])[CH:3]1[C:13]([OH:15])=[O:14].[CH3:1][C:2]1([CH3:16])[CH:4]([CH:5]=[CH:6][C:7]([O:9][CH3:10])=[O:8])[CH:3]1[C:13]([O-:15])=[O:14]. Procedure: Using the procedure of Example 9, (1R, cis, ΔZ) 2,2-dimethyl-3-(3-methoxy-3-oxo-1-propenyl)-cyclopropane-carboxylic acid and (4-benzoyl-phenyl)-methanol were reacted to obtain (4-benzoyl-phenyl)-methyl (1R, cis, ΔZ) 2,2-dimethyl-3-(3-methoxy-3-oxo-1-propenyl)-cyclopropane-carboxylate with a specific rotation of [α]D20 =+46°±2° (c=1% in chloroform).